Dataset: the Open Reaction Database (ORD), a public repository of structured organic reaction records. Task: describe an organic reaction: reactants, conditions, products, and yield Starting materials: CC=1NC2=CC=C(C(=C2C1)C(F)(F)F)C#N (2-methyl-4-(trifluoromethyl)-1H-indole-5-carbonitrile), BrC=1SC=C(N1)CCl (2-bromo-4-(chloromethyl)-1,3-thiazole). Yields the product BrC=1SC=C(N1)CN1C(=CC2=C(C(=CC=C12)C#N)C(F)(F)F)C (1-[(2-Bromo-1,3-thiazol-4-yl)methyl]-2-methyl-4-(trifluoromethyl)-1H-indole-5-carbonitrile). RXN SMILES: [CH3:1][C:2]1[NH:3][C:4]2[C:9]([CH:10]=1)=[C:8]([C:11]([F:14])([F:13])[F:12])[C:7]([C:15]#[N:16])=[CH:6][CH:5]=2.[Br:17][C:18]1[S:19][CH:20]=[C:21]([CH2:23]Cl)[N:22]=1>>[Br:17][C:18]1[S:19][CH:20]=[C:21]([CH2:23][N:3]2[C:4]3[C:9](=[C:8]([C:11]([F:12])([F:14])[F:13])[C:7]([C:15]#[N:16])=[CH:6][CH:5]=3)[CH:10]=[C:2]2[CH3:1])[N:22]=1. Procedure: Synthesized as described in Example 4 using 2-methyl-4-(trifluoromethyl)-1H-indole-5-carbonitrile (Example 120) and 2-bromo-4-(chloromethyl)-1,3-thiazole (Example 311A): MS (ES) m/z 400 (M+1) and 402 (M+1, isotope). The reactants are CCCCCn1c2nc(Br)[nH]c2c(=O)n2c(C)nnc12, COCCOC, [Na+], [Na+], O=C([O-])[O-], O, OB(O)c1ccccc1, [Pd], c1ccc(P(c2ccccc2)c2ccccc2)cc1, c1ccc(P(c2ccccc2)c2ccccc2)cc1, c1ccc(P(c2ccccc2)c2ccccc2)cc1, c1ccc(P(c2ccccc2)c2ccccc2)cc1. Yields the product CCCCCn1c2nc(-c3ccccc3)[nH]c2c(=O)n2c(C)nnc12. Reaction SMILES: [Br:1][c:2]1[n:3][c:4]2[n:5]([CH2:16][CH2:17][CH2:18][CH2:19][CH3:20])[c:6]3[n:7]([c:8](=[O:11])[c:9]2[nH:10]1)[c:12]([CH3:15])[n:13][n:14]3.[CH3:37][O:38][CH2:39][CH2:40][O:41][CH3:42].[Na+:30].[Na+:31].[O-:32][C:33](=[O:34])[O-:35].[OH2:36].[OH:21][B:22]([OH:23])[c:24]1[cH:25][cH:26][cH:27][cH:28][cH:29]1.[Pd:43].[c:101]1([P:102]([c:103]2[cH:104][cH:105][cH:106][cH:107][cH:108]2)[c:109]2[cH:110][cH:111][cH:112][cH:113][cH:114]2)[cH:115][cH:116][cH:117][cH:118][cH:119]1.[c:44]1([P:45]([c:46]2[cH:47][cH:48][cH:49][cH:50][cH:51]2)[c:52]2[cH:53][cH:54][cH:55][cH:56][cH:57]2)[cH:58][cH:59][cH:60][cH:61][cH:62]1.[c:63]1([P:64]([c:65]2[cH:66][cH:67][cH:68][cH:69][cH:70]2)[c:71]2[cH:72][cH:73][cH:74][cH:75][cH:76]2)[cH:77][cH:78][cH:79][cH:80][cH:81]1.[c:82]1([P:83]([c:84]2[cH:85][cH:86][cH:87][cH:88][cH:89]2)[c:90]2[cH:91][cH:92][cH:93][cH:94][cH:95]2)[cH:96][cH:97][cH:98][cH:99][cH:100]1>>[c:2]1(-[c:24]2[cH:25][cH:26][cH:27][cH:28][cH:29]2)[n:3][c:4]2[n:5]([CH2:16][CH2:17][CH2:18][CH2:19][CH3:20])[c:6]3[n:7]([c:8](=[O:11])[c:9]2[nH:10]1)[c:12]([CH3:15])[n:13][n:14]3. The reactants are COC1=CC=C(C=C1)CSCC(C(=S)Cl)C (3-[[(4-methoxy)phenylmethyl]thio]-2-methylthiopropionyl chloride), COC1=CC=C(C=C1)CSCC(C(=S)Cl)C (3-[[(4-Methoxy)phenylmethyl]thio]-2-methylthiopropionyl chloride), 4,4-ethylenedithio-L-proline, SCC(C(=O)N1CC2(C(CCC2=O)=O)C[C@H]1C(=O)O)SC ((8S)-7-(3-Mercapto-2-methylthio-1-oxopropyl)-1,4-dioxo-7-azaspiro[4.4]nonane-8-carboxylic acid). Yields the product COC1=CC=C(C=C1)CSCC(C(=O)N1CC2(SCCS2)C[C@H]1C(=O)O)SC ([8S]-7-[3-[[(4-methoxy)phenylmethyl]thio]-2-methylthio-1-oxopropyl]-7-aza-1,4-dithiaspiro[4.4]nonane-8-carboxylic acid). As a reaction SMILES: [CH3:1][O:2][C:3]1[CH:8]=[CH:7][C:6]([CH2:9]SCC(C)C(Cl)=S)=[CH:5][CH:4]=1.[SH:17][CH2:18][CH:19]([S:36][CH3:37])[C:20]([N:22]1[C@H:32]([C:33]([OH:35])=[O:34])[CH2:31][C:24]2(C(=O)CCC2=O)[CH2:23]1)=[O:21]>>[CH3:1][O:2][C:3]1[CH:4]=[CH:5][C:6]([CH2:9][S:17][CH2:18][CH:19]([S:36][CH3:37])[C:20]([N:22]2[C@H:32]([C:33]([OH:35])=[O:34])[CH2:31][C:24]3([S:36][CH2:19][CH2:18][S:17]3)[CH2:23]2)=[O:21])=[CH:7][CH:8]=1. Procedure: The 3-[[(4-methoxy)phenylmethyl]thio]-2-methylthiopropionyl chloride from part (a) is reacted with 4,4-ethylenedithio-L-proline according to the procedure of Example 9 (d) to yield [8S]-7-[3-[[(4-methoxy)phenylmethyl]thio]-2-methylthio-1-oxopropyl]-7-aza-1,4-dithiaspiro[4.4]nonane-8-carboxylic acid.